This data is from the Open Reaction Database (ORD), a public repository of structured organic reaction records. The task is: describe an organic reaction: reactants, conditions, products, and yield Reactants: C=1C=CC(=CC1)[C@@H]2[C@H](O2)C=3C=CC=CC3 (trans-stilbene oxide), COC(CN)OC (2,2-dimethoxyethylamine). Reaction conditions: temperature 140 celsius, time 16 hour. The product is COC(CNC(C(O)C1=CC=CC=C1)C1=CC=CC=C1)OC (β-[(2,2-Dimethoxyethyl)amino]-α-phenylbenzeneethanol). Yield: 71.3%. RXN SMILES: [CH:1]1[CH:2]=[CH:3][C:4]([C@H:7]2[O:9][C@@H:8]2[C:10]2[CH:11]=[CH:12][CH:13]=[CH:14][CH:15]=2)=[CH:5][CH:6]=1.[CH3:16][O:17][CH:18]([O:21][CH3:22])[CH2:19][NH2:20]>>[CH3:16][O:17][CH:18]([O:21][CH3:22])[CH2:19][NH:20][CH:7]([C:4]1[CH:3]=[CH:2][CH:1]=[CH:6][CH:5]=1)[CH:8]([C:10]1[CH:11]=[CH:12][CH:13]=[CH:14][CH:15]=1)[OH:9]. Procedure: A mixture of trans-stilbene oxide (1.96 g, 0.010 mol) and 2,2-dimethoxyethylamine (3.15 g, 0.030 mol) was heated in an oil bath at 140° C. for 5 hours. After standing at ambient temperature for 16 hours, the solid reaction mixture was triturated with isooctane and the white solid that remained was collected by filtration to obtain 2.15 g (71%) of the product. The product was recrystallized from toluene-isooctane; mp 147°-149° C.